From a dataset of the Open Reaction Database (ORD), a public repository of structured organic reaction records. describe an organic reaction: reactants, conditions, products, and yield Reactants: COC(C1=C(C=C2C(=C1)OCO2)Br)OC (2-Bromo-4,5-methylenedioxybenzaldehyde dimethyl-acetal), COC=1C=C(C=O)C=CC1OC (3,4-dimethoxybenzaldehyde), C(#CC(=O)OC)C(=O)OC (dimethyl acetylene-dicarboxylate). Reaction SMILES: CO[CH:3]([O:14]C)[C:4]1[CH:9]=[C:8]2[O:10][CH2:11][O:12][C:7]2=[CH:6][C:5]=1Br.[CH3:16][O:17][C:18]1[CH:19]=[C:20]([CH:23]=[CH:24][C:25]=1[O:26][CH3:27])[CH:21]=O.[C:28]([C:34]([O:36][CH3:37])=[O:35])#[C:29][C:30]([O:32][CH3:33])=[O:31]>>[CH3:16][O:17][C:18]1[CH:19]=[C:20]([C:21]2[C:5]3[C:4](=[CH:9][C:8]4[O:10][CH2:11][O:12][C:7]=4[CH:6]=3)[C:3]([OH:14])=[C:29]([C:30]([O:32][CH3:33])=[O:31])[C:28]=2[C:34]([O:36][CH3:37])=[O:35])[CH:23]=[CH:24][C:25]=1[O:26][CH3:27]. Procedure: 2-Bromo-4,5-methylenedioxybenzaldehyde dimethyl-acetal, 3,4-dimethoxybenzaldehyde and dimethyl acetylene-dicarboxylate are treated in the same manner as described in Example 1, whereby 1-(3,4-dimethoxyphenyl)-2,3-bis-(methoxycarbonyl)-4-hydroxy-6,7-methylenedioxynaphthalene is obtained as colorless crystals. Product: COC=1C=C(C=CC1OC)C1=C(C(=C(C2=CC3=C(C=C12)OCO3)O)C(=O)OC)C(=O)OC (1-(3,4-dimethoxyphenyl)-2,3-bis-(methoxycarbonyl)-4-hydroxy-6,7-methylenedioxynaphthalene). Reactants: COC(=O)COc1ccc(Cl)c2nc(C(C)C)c(Cc3ccc(S(C)(=O)=O)cc3)c(OC(F)F)c12, [Li+], C1CCOC1, [OH-]. The product is CC(C)c1nc2c(Cl)ccc(OCC(=O)O)c2c(OC(F)F)c1Cc1ccc(S(C)(=O)=O)cc1. Reaction SMILES: [CH3:1][O:2][C:3]([CH2:4][O:5][c:6]1[c:7]2[c:8]([O:31][CH:32]([F:33])[F:34])[c:9]([CH2:20][c:21]3[cH:22][cH:23][c:24]([S:27](=[O:28])(=[O:29])[CH3:30])[cH:25][cH:26]3)[c:10]([CH:17]([CH3:18])[CH3:19])[n:11][c:12]2[c:13]([Cl:16])[cH:14][cH:15]1)=[O:35].[Li+:36].[O:38]1[CH2:39][CH2:40][CH2:41][CH2:42]1.[OH-:37]>>[O:2]=[C:3]([CH2:4][O:5][c:6]1[c:7]2[c:8]([O:31][CH:32]([F:33])[F:34])[c:9]([CH2:20][c:21]3[cH:22][cH:23][c:24]([S:27](=[O:28])(=[O:29])[CH3:30])[cH:25][cH:26]3)[c:10]([CH:17]([CH3:18])[CH3:19])[n:11][c:12]2[c:13]([Cl:16])[cH:14][cH:15]1)[OH:35].